This data is from the Open Reaction Database (ORD), a public repository of structured organic reaction records. The task is: describe an organic reaction: reactants, conditions, products, and yield Starting materials: C[Si](N[Si](C)(C)C)(C)C (1,1,1,3,3,3-hexamethyldisilazane), COC1=C(C(C2=CC=CC=C2)(C2=CC=CC=C2)Cl)C=CC=C1 (monomethoxytritylchloride), COC1=C(C(C2=CC=CC=C2)(C2=CC=CC=C2)Cl)C=CC=C1 (monomethoxytritylchloride), O.[C@@H]1(C[C@H](O)[C@@H](CO)O1)N1C=NC=2C(N)=NC=NC12 (Deoxyadenosine hydrate), O (H2O), CN1CCOCC1 (N-methylmorpholine). The solvent is C(C)#N (acetonitrile), C(C)#N (acetonitrile), N1=CC=CC=C1 (pyridine). Reaction conditions: time 3 day. Yields the product CONC=1C=2N=CN([C@]3(C[C@H](O)[C@@H](CO)O3)C(C3=CC=CC=C3)(C3=CC=CC=C3)C3=CC=CC=C3)C2N=CN1 (N6-monomethoxytrityldeoxyadenosine). Reaction SMILES: O.[C@@H:2]1([N:10]2[C:19]3[N:18]=[CH:17][N:16]=[C:14]([NH2:15])[C:13]=3[N:12]=[CH:11]2)[O:9][C@H:6]([CH2:7][OH:8])[C@@H:4]([OH:5])[CH2:3]1.O.C[Si](C)(C)N[Si](C)(C)C.CO[C:32]1[CH:51]=[CH:50][CH:49]=[CH:48][C:33]=1[C:34](Cl)([C:41]1[CH:46]=[CH:45][CH:44]=[CH:43][CH:42]=1)[C:35]1[CH:40]=[CH:39][CH:38]=[CH:37][CH:36]=1.CN1CC[O:56][CH2:55]C1>C(#N)C.N1C=CC=CC=1>[CH3:55][O:56][NH:15][C:14]1[C:13]2[N:12]=[CH:11][N:10]([C:19]=2[N:18]=[CH:17][N:16]=1)[C@:2]1([C:34]([C:33]2[CH:48]=[CH:49][CH:50]=[CH:51][CH:32]=2)([C:35]2[CH:36]=[CH:37][CH:38]=[CH:39][CH:40]=2)[C:41]2[CH:46]=[CH:45][CH:44]=[CH:43][CH:42]=2)[O:9][C@H:6]([CH2:7][OH:8])[C@@H:4]([OH:5])[CH2:3]1 |f:0.1|. Reported procedure: Deoxyadenosine hydrate dA×H2O (50 g, 186 mmol.) was dried by coevaporation with pyridine and acetonitrile, and suspended in acetonitrile (200 ml). 1,1,1,3,3,3-hexamethyldisilazane (96 ml, 74.9 g, 465 mmol) was added and the resulting suspension was stirred over night at ambient temperature. The reaction mixture was concentrated to dryness by evaporation. The residue was dried by coevaporation with pyridine and dissolved in pyridine (260 ml). The solution was cooled on an ice bath and monomethoxy... The reactants are NC=1C(NC(N(C1N)CC1=CC=NC=C1)=S)=O (5,6-diamino-1-(pyridin-4-ylmethyl)-2-thioxo-2,3-dihydro-1H-pyrimidin-4-one), C(=O)O (formic acid). Solvent: [OH-].[Na+] (sodium hydroxide). Yields the product N1=CC=C(C=C1)CN1C(NC(C=2NC=NC12)=O)=S (3-(pyridin-4-ylmethyl)-2-thioxo-1,2,3,7-tetrahydro-6H-purin-6-one). As a reaction SMILES: [NH2:1][C:2]1[C:3](=[O:17])[NH:4][C:5](=[S:16])[N:6]([CH2:9][C:10]2[CH:15]=[CH:14][N:13]=[CH:12][CH:11]=2)[C:7]=1[NH2:8].[CH:18](O)=O>[OH-].[Na+]>[N:13]1[CH:12]=[CH:11][C:10]([CH2:9][N:6]2[C:7]3[N:8]=[CH:18][NH:1][C:2]=3[C:3](=[O:17])[NH:4][C:5]2=[S:16])=[CH:15][CH:14]=1 |f:2.3|. Procedure: The title compound was prepared in accordance with the general method described in Example 1(d), using 5,6-diamino-1-(pyridin-4-ylmethyl)-2-thioxo-2,3-dihydro-1H-pyrimidin-4-one (0.25 g, 1.0 mmol, obtained from Example 3(b)), with the exception that 20 minutes of reaction time in formic acid was used, followed by a reaction time of 45 minutes in sodium hydroxide (10% aq.). The title compound was obtained (0.033, 13%) as a solid. The reactants are CO (MeOH), ClC=1C=NC=C(C1N1CCNCC1)F (1-(3-chloro-5-fluoropyridin-4-yl)piperazine), C(C)(=O)O[BH-](OC(C)=O)OC(C)=O.[Na+] (sodium triacetoxyborohydride), O1CC(C1)=O (3-oxetanone). The solvent is C1CCOC1 (THF). Conditions: time 8 hour. The product is ClC=1C=NC=C(C1N1CCN(CC1)C1COC1)F (1-(3-chloro-5-fluoro-4-pyridyl)-4-(oxetan-3-yl)piperazine). Reaction SMILES: [Cl:1][C:2]1[CH:3]=[N:4][CH:5]=[C:6]([F:14])[C:7]=1[N:8]1[CH2:13][CH2:12][NH:11][CH2:10][CH2:9]1.[O:15]1[CH2:18][C:17](=O)[CH2:16]1.C(O[BH-](OC(=O)C)OC(=O)C)(=O)C.[Na+].CO>C1COCC1>[Cl:1][C:2]1[CH:3]=[N:4][CH:5]=[C:6]([F:14])[C:7]=1[N:8]1[CH2:13][CH2:12][N:11]([CH:17]2[CH2:18][O:15][CH2:16]2)[CH2:10][CH2:9]1 |f:2.3|. Procedure details: To a suspension of 1-(3-chloro-5-fluoropyridin-4-yl)piperazine (900 mg, 4.173 mmol) in THF (9.000 mL) was added 3-oxetanone (601.4 mg, 8.346 mmol). To this mixture, under N2, was added sodium triacetoxyborohydride (2.034 g, 9.598 mmol) portionwise over 5 min and the reaction mixture was stirred at RT overnight. MeOH (2 ml) was added to the flask before the mixture was concentrated in vacuo. The residue was partitioned between water (50 ml) and EtAOc (50 ml). The aqueous phase was basified to pH ... Reactants: CCCP(=O)(O)O, CS(=O)(=O)c1cc(CN)ccn1, CN1CCOCC1, CN1CCCC1=O, Cl, O=C(O)c1cncc2c1cnn2-c1ccc(F)cc1, O. The product is CS(=O)(=O)c1cc(CNC(=O)c2cncc3c2cnn3-c2ccc(F)cc2)ccn1. Reaction SMILES: [CH2:40]([P:41]([OH:42])([OH:43])=[O:44])[CH2:45][CH3:46].[CH3:21][S:22](=[O:23])(=[O:24])[c:25]1[n:26][cH:27][cH:28][c:29]([CH2:31][NH2:32])[cH:30]1.[CH3:33][N:34]1[CH2:35][CH2:36][O:37][CH2:38][CH2:39]1.[CH3:48][N:49]1[CH2:50][CH2:51][CH2:52][C:53]1=[O:54].[ClH:20].[F:1][c:2]1[cH:3][cH:4][c:5](-[n:8]2[n:9][cH:10][c:11]3[c:12]2[cH:13][n:14][cH:15][c:16]3[C:17](=[O:18])[OH:19])[cH:6][cH:7]1.[OH2:47]>>[F:1][c:2]1[cH:3][cH:4][c:5](-[n:8]2[n:9][cH:10][c:11]3[c:12]2[cH:13][n:14][cH:15][c:16]3[C:17](=[O:19])[NH:32][CH2:31][c:29]2[cH:28][cH:27][n:26][c:25]([S:22]([CH3:21])(=[O:23])=[O:24])[cH:30]2)[cH:6][cH:7]1. The reactants are FC1=CC=C(CNCC=2NC(C3=C(N2)CCOC3)=O)C=C1 (2-((4-fluorobenzylamino)methyl)-7,8-dihydro-3H-pyrano[4,3-d]pyrimidin-4(5H)-one), FC1=CC=C(C(=O)C2CCN(CC2)CC(=O)O)C=C1 (2-(4-(4-fluorobenzoyl)piperidin-1-yl)acetic acid), C29H30F2N4O4. The product is FC1=CC=C(C(=O)C2CCN(CC2)CC(=O)N(CC=2NC(C3=C(N2)CCOC3)=O)CC3=CC=C(C=C3)F)C=C1 (2-(4-(4-Fluorobenzoyl)piperidin-1-yl)-N-(4-fluorobenzyl)-N-((4-oxo-4,5,7,8-tetrahydro-3H-pyrano[4,3-d]pyrimidin-2-yl)methyl)acetamide). Yield: 13.3%. RXN SMILES: [F:1][C:2]1[CH:21]=[CH:20][C:5]([CH2:6][NH:7][CH2:8][C:9]2[NH:10][C:11](=[O:19])[C:12]3[CH2:18][O:17][CH2:16][CH2:15][C:13]=3[N:14]=2)=[CH:4][CH:3]=1.[F:22][C:23]1[CH:40]=[CH:39][C:26]([C:27]([CH:29]2[CH2:34][CH2:33][N:32]([CH2:35][C:36](O)=[O:37])[CH2:31][CH2:30]2)=[O:28])=[CH:25][CH:24]=1>>[F:22][C:23]1[CH:24]=[CH:25][C:26]([C:27]([CH:29]2[CH2:30][CH2:31][N:32]([CH2:35][C:36]([N:7]([CH2:6][C:5]3[CH:4]=[CH:3][C:2]([F:1])=[CH:21][CH:20]=3)[CH2:8][C:9]3[NH:10][C:11](=[O:19])[C:12]4[CH2:18][O:17][CH2:16][CH2:15][C:13]=4[N:14]=3)=[O:37])[CH2:33][CH2:34]2)=[O:28])=[CH:39][CH:40]=1. Procedure: The title compound (20 mg) was prepared following the general procedure of Example 1 from 2-((4-fluorobenzylamino)methyl)-7,8-dihydro-3H-pyrano[4,3-d]pyrimidin-4(5H)-one (80 mg, 0.28 mmol) and 2-(4-(4-fluorobenzoyl)piperidin-1-yl)acetic acid (86 mg, 0.28 mmol, 85% purity). 1H NMR (400 MHz, CDC3) δ 7.98 (dd, J=8.0, 5.5 Hz, 2H), 7.10-7.35 (m, 4H), 6.90-7.10 (m, 2H), 4.46-4.67 (m, 3.5H), 4.29 (s, 1.5H), 3.78-4.03 (m, 1H), 3.42 (br. s., 3H), 3.05 (t, J=11.5 Hz, 2H), 2.68 (t, J=5.3 Hz, 3H), 2.59 (t, ... Reactants: O=S(=O)(Cl)Cl, CCCc1cc2cc(OCc3ccccc3)ccc2n1S(=O)(=O)c1ccccc1. The product is CCCc1cc2c(Cl)c(OCc3ccccc3)ccc2n1S(=O)(=O)c1ccccc1. RXN SMILES: [S:30]([Cl:31])(=[O:32])([Cl:33])=[O:34].[c:1]1([CH2:7][O:8][c:9]2[cH:10][c:11]3[cH:12][c:13]([CH2:27][CH2:28][CH3:29])[n:14]([S:18](=[O:19])(=[O:20])[c:21]4[cH:22][cH:23][cH:24][cH:25][cH:26]4)[c:15]3[cH:16][cH:17]2)[cH:2][cH:3][cH:4][cH:5][cH:6]1>>[c:1]1([CH2:7][O:8][c:9]2[c:10]([Cl:33])[c:11]3[cH:12][c:13]([CH2:27][CH2:28][CH3:29])[n:14]([S:18](=[O:19])(=[O:20])[c:21]4[cH:22][cH:23][cH:24][cH:25][cH:26]4)[c:15]3[cH:16][cH:17]2)[cH:2][cH:3][cH:4][cH:5][cH:6]1.